Task: describe an organic reaction: reactants, conditions, products, and yield. Dataset: the Open Reaction Database (ORD), a public repository of structured organic reaction records The reactants are CCN(C(=O)c1ncc(Cl)cc1NS(=O)(=O)c1ccc(Cl)c(C(F)(F)F)c1)c1nn(C(=O)OC(C)(C)C)c2ccccc12, ClCCl, O=C(O)C(F)(F)F. The product is CCN(C(=O)c1ncc(Cl)cc1NS(=O)(=O)c1ccc(Cl)c(C(F)(F)F)c1)c1n[nH]c2ccccc12. As a reaction SMILES: [C:1]([O:2][C:3](=[O:4])[n:8]1[n:9][c:10]([N:17]([CH2:18][CH3:19])[C:20](=[O:21])[c:22]2[n:23][cH:24][c:25]([Cl:43])[cH:26][c:27]2[NH:28][S:29](=[O:30])(=[O:31])[c:32]2[cH:33][c:34]([C:39]([F:40])([F:41])[F:42])[c:35]([Cl:38])[cH:36][cH:37]2)[c:11]2[cH:12][cH:13][cH:14][cH:15][c:16]12)([CH3:5])([CH3:6])[CH3:7].[Cl:44][CH2:45][Cl:46].[F:47][C:48]([F:49])([F:50])[C:51]([OH:52])=[O:53]>>[nH:8]1[n:9][c:10]([N:17]([CH2:18][CH3:19])[C:20](=[O:21])[c:22]2[n:23][cH:24][c:25]([Cl:43])[cH:26][c:27]2[NH:28][S:29](=[O:30])(=[O:31])[c:32]2[cH:33][c:34]([C:39]([F:40])([F:41])[F:42])[c:35]([Cl:38])[cH:36][cH:37]2)[c:11]2[cH:12][cH:13][cH:14][cH:15][c:16]12. Starting materials: COC1=C(C(=CC=C1)N(C)C)B(O)O (2-Methoxy-6-(N,N-dimethylamino)benzene boronic acid), COC([C@@H](NC(C1=C(C=CC=C1Cl)Cl)=O)CC1=CC=C(C=C1)Br)=O (N-(2,6-dichlorobenzoyl)-4-bromo-L-phenylalanine methyl ester). Yields the product COC([C@@H](NC(C1=C(C=CC=C1Cl)Cl)=O)CC1=CC=C(C=C1)C1=C(C=CC=C1OC)N(C)C)=O (N-(2,6-dichlorobenzoyl)-4-[2-(N,N-dimethylamino)-6-methoxyphenyl]-L-phenylalanine methyl ester). RXN SMILES: [CH3:1][O:2][C:3]1[CH:8]=[CH:7][CH:6]=[C:5]([N:9]([CH3:11])[CH3:10])[C:4]=1B(O)O.[CH3:15][O:16][C:17](=[O:38])[C@H:18]([CH2:30][C:31]1[CH:36]=[CH:35][C:34](Br)=[CH:33][CH:32]=1)[NH:19][C:20](=[O:29])[C:21]1[C:26]([Cl:27])=[CH:25][CH:24]=[CH:23][C:22]=1[Cl:28]>>[CH3:15][O:16][C:17](=[O:38])[C@H:18]([CH2:30][C:31]1[CH:32]=[CH:33][C:34]([C:4]2[C:3]([O:2][CH3:1])=[CH:8][CH:7]=[CH:6][C:5]=2[N:9]([CH3:11])[CH3:10])=[CH:35][CH:36]=1)[NH:19][C:20](=[O:29])[C:21]1[C:22]([Cl:28])=[CH:23][CH:24]=[CH:25][C:26]=1[Cl:27]. Procedure: 2-Methoxy-6-(N,N-dimethylamino)benzene boronic acid was coupled with N-(2,6-dichlorobenzoyl)-4-bromo-L-phenylalanine methyl ester to give N-(2,6-dichlorobenzoyl)-4-[2-(N,N-dimethylamino)-6-methoxyphenyl]-L-phenylalanine methyl ester. The preparation of the boronic acid and the coupling reaction was carried out in a similar manner as described in Example 7. The reactants are CC(C)(C)OC(=O)N1CCOC(C(=O)Nc2c[nH]c3ncc(Br)c(F)c23)C1, CCCCO, CCN(C(C)C)C(C)C, CC(C)(C)OC(=O)NC1CCCNC1. Yields the product CC(C)(C)OC(=O)NC1CCCN(c2c(Br)cnc3[nH]cc(NC(=O)C4CN(C(=O)OC(C)(C)C)CCO4)c23)C1. RXN SMILES: [Br:1][c:2]1[c:3]([F:27])[c:4]2[c:5]([n:6][cH:7]1)[nH:8][cH:9][c:10]2[NH:11][C:12](=[O:13])[CH:14]1[O:15][CH2:16][CH2:17][N:18]([C:20](=[O:21])[O:22][C:23]([CH3:24])([CH3:25])[CH3:26])[CH2:19]1.[CH2:51]([OH:52])[CH2:53][CH2:54][CH3:55].[CH:42]([N:43]([CH2:44][CH3:45])[CH:46]([CH3:47])[CH3:48])([CH3:49])[CH3:50].[NH:28]1[CH2:29][CH:30]([NH:34][C:35]([O:36][C:37]([CH3:38])([CH3:39])[CH3:40])=[O:41])[CH2:31][CH2:32][CH2:33]1>>[Br:1][c:2]1[c:3]([N:28]2[CH2:29][CH:30]([NH:34][C:35]([O:36][C:37]([CH3:38])([CH3:39])[CH3:40])=[O:41])[CH2:31][CH2:32][CH2:33]2)[c:4]2[c:5]([n:6][cH:7]1)[nH:8][cH:9][c:10]2[NH:11][C:12](=[O:13])[CH:14]1[O:15][CH2:16][CH2:17][N:18]([C:20](=[O:21])[O:22][C:23]([CH3:24])([CH3:25])[CH3:26])[CH2:19]1. The product is COC=1C=C2C(=CNC2=CC1)C (5-methoxy-3-methylindole). Run at temperature 50 celsius. Solvent: CN(C=O)C (dimethylformamide), CN(C=O)C (dimethylformamide), O (water), CN(C=O)C (dimethylformamide), C(C)(=O)OCC.C1=CC=CC=C1 (ethyl acetate benzene). RXN SMILES: [H-].[Na+].OC1C(C)=CC([C:11]2[NH:12][C:13]3[C:18]([C:19]=2[CH3:20])=[CH:17][C:16]([O:21][CH3:22])=[CH:15][CH:14]=3)=CC=1C.C1(=O)OC(=O)CC1.Cl>CN(C)C=O.C(OCC)(=O)C.C1C=CC=CC=1.O>[CH3:22][O:21][C:16]1[CH:17]=[C:18]2[C:13](=[CH:14][CH:15]=1)[NH:12][CH:11]=[C:19]2[CH3:20] |f:0.1,6.7|. Reported procedure: In 30 ml of dry dimethylformamide was dissolved 0.88 g of 60% sodium hydride in oil. With ice cooling and stirring, a solution of 5.62 g of 2-(4-hydroxy-3,5-dimethylphenyl)-5-methoxy-3-methylindole in dry dimethylformamide was added dropwise. After the addition, the mixture was stirred further for 1 hour. A solution of 2.2 g of succinic anhydride in dimethylformamide was added dropwise to the resulting solution. After the addition, the mixture was stirred at room temperature for 2 hours, then he... Reactants: OC1=C(C=C(C=C1C)C=1NC2=CC=C(C=C2C1C)OC)C (2-(4-hydroxy-3,5-dimethylphenyl)-5-methoxy-3-methylindole), C1(CCC(=O)O1)=O (succinic anhydride), Cl (hydrochloric acid), [H-].[Na+] (sodium hydride). Reactants: O (water), N (ammonia), FC(OC1=C(C=C(C=C1)OC(F)F)S(=O)(=O)Cl)F (2.5-bis(difluoromethoxy)phenylsulfonyl chloride). Run in C(Cl)Cl (methylene chloride), C(Cl)Cl (methylene chloride). Reaction conditions: time 5 hour. Product: FC(OC1=C(C=C(C=C1)OC(F)F)S(=O)(=O)N)F (2.5-Bis(difluoromethoxy)phenylsulfonamide). Reaction SMILES: O.[NH3:2].[F:3][CH:4]([F:20])[O:5][C:6]1[CH:11]=[CH:10][C:9]([O:12][CH:13]([F:15])[F:14])=[CH:8][C:7]=1[S:16](Cl)(=[O:18])=[O:17]>C(Cl)Cl>[F:3][CH:4]([F:20])[O:5][C:6]1[CH:11]=[CH:10][C:9]([O:12][CH:13]([F:15])[F:14])=[CH:8][C:7]=1[S:16]([NH2:2])(=[O:18])=[O:17]. Reported procedure: To a mixture of 30 ml of methylene chloride, 30 ml of water and 50 ml of 30% ammonia solution is slowly added a solution of 12.7 g of crude 2.5-bis(difluoromethoxy)phenylsulfonyl chloride in 150 ml of methylene chloride. The reaction mixture is stirred for 5 hours at room temperature. The organic phase is washed with water, dried over sodium sulfate and evaporated to a volume of about 40 ml. From the residue crystallise 10.7 g of 2.5-bis(difluoromethoxy)phenyl-sulfonamide with a melting point of... Starting materials: C(CCCCC)OC=1C=C(C(=CC1)C1=CC=CC=C1)C(=O)O (4-n-Hexyloxybiphenyl carboxylic acid), S(=O)(Cl)Cl (thionyl chloride). Yields the product C(CCCCC)OC=1C=C(C(=CC1)C1=CC=CC=C1)C(=O)Cl (4-n-hexyloxybiphenyl carboxylic acid chloride). Reaction SMILES: [CH2:1]([O:7][C:8]1[CH:9]=[C:10]([C:20]([OH:22])=O)[C:11]([C:14]2[CH:19]=[CH:18][CH:17]=[CH:16][CH:15]=2)=[CH:12][CH:13]=1)[CH2:2][CH2:3][CH2:4][CH2:5][CH3:6].S(Cl)([Cl:25])=O>>[CH2:1]([O:7][C:8]1[CH:9]=[C:10]([C:20]([Cl:25])=[O:22])[C:11]([C:14]2[CH:19]=[CH:18][CH:17]=[CH:16][CH:15]=2)=[CH:12][CH:13]=1)[CH2:2][CH2:3][CH2:4][CH2:5][CH3:6]. Procedure details: 4-n-Hexyloxybiphenyl carboxylic acid (3.0 g) and an excessive amount of thionyl chloride were heated under refluxing for 6 hours. Unaltered thionyl chloride was distilled off to obtain 4-n-hexyloxybiphenyl carboxylic acid chloride. The reactants are NCCN1C(S\C(\C1=O)=C/C1=CC=CC=C1)=O ((Z)-3-(2-aminoethyl)-5-benzylidenethiazolidine-2,4-dione), C(C)OC1=C(C=O)C=CC=C1 (2-ethoxybenzaldehyde), C(C1=CC=CC=C1)(C1=CC=CC=C1)(C1=CC=CC=C1)NCCN1C(SCC1=O)=O (3-(2-(tritylamino)ethyl)thiazolidine-2,4-dione), N1CCCCC1 (piperidine). Yields the product NCCN1C(S\C(\C1=O)=C/C1=C(C=CC=C1)OCC)=O ((Z)-3-(2-aminoethyl)-5-(2-ethoxybenzylidene)thiazolidine-2,4-dione). Reaction SMILES: [CH2:1]([O:3][C:4]1[CH:11]=[CH:10][CH:9]=[CH:8][C:5]=1[CH:6]=O)[CH3:2].C([NH:31][CH2:32][CH2:33][N:34]1[C:38](=[O:39])[CH2:37][S:36][C:35]1=[O:40])(C1C=CC=CC=1)(C1C=CC=CC=1)C1C=CC=CC=1.N1CCCCC1.NCCN1C(=O)/C(=C/C2C=CC=CC=2)/SC1=O>>[NH2:31][CH2:32][CH2:33][N:34]1[C:38](=[O:39])/[C:37](=[CH:6]/[C:5]2[CH:8]=[CH:9][CH:10]=[CH:11][C:4]=2[O:3][CH2:1][CH3:2])/[S:36][C:35]1=[O:40]. Procedure details: The title compound 30c was prepared from 2-ethoxybenzaldehyde (87 μL, 0.62 mmol) and compound 29 (250 mg, 0.62 mmol) and piperidine (7.0 μL, 0.062 mmol) in a manner similar to that described for 30a in 35.4% (64 mg) yield as a white solid.